Dataset: the Open Reaction Database (ORD), a public repository of structured organic reaction records. Task: describe an organic reaction: reactants, conditions, products, and yield Reactants: [OH-].[Na+] (sodium hydroxide), crude product, C1CCOC1 (THF), OC1=C(C=C(C=C1C)C1(C2CC3CC(CC1C3)C2)C2=CC(=C(C(=C2)C)O)C)C (2,2-bis(4-hydroxy-3,5-dimethylphenyl)adamantane), C(Cl)C1CO1 (epichlorohydrin). The solvent is CC(C)CC(=O)C (MIBK), CS(=O)C (DMSO), CC(C)CC(=O)C (MIBK), CO (methanol). Run at temperature 45 celsius, time 2 hour. The product is C(C1CO1)OC1=C(C=C(C=C1C)C1(C2CC3CC(CC1C3)C2)C2=CC(=C(C(=C2)C)OCC2CO2)C)C (2,2-bis(4-glycidyloxy-3,5-dimethylphenyl)adamantane). RXN SMILES: [OH:1][C:2]1[C:7]([CH3:8])=[CH:6][C:5]([C:9]2([C:19]3[CH:24]=[C:23]([CH3:25])[C:22]([OH:26])=[C:21]([CH3:27])[CH:20]=3)[CH:16]3[CH2:17][CH:12]4[CH2:13][CH:14]([CH2:18][CH:10]2[CH2:11]4)[CH2:15]3)=[CH:4][C:3]=1[CH3:28].[CH2:29]([CH:31]1[O:33][CH2:32]1)Cl.[OH-].[Na+].[CH2:36]1[CH2:40][O:39][CH2:38]C1>CO.CC(CC(C)=O)C.CS(C)=O>[CH2:29]([O:1][C:2]1[C:3]([CH3:28])=[CH:4][C:5]([C:9]2([C:19]3[CH:20]=[C:21]([CH3:27])[C:22]([O:26][CH2:36][CH:40]4[O:39][CH2:38]4)=[C:23]([CH3:25])[CH:24]=3)[CH:10]3[CH2:11][CH:12]4[CH2:13][CH:14]([CH2:15][CH:16]2[CH2:17]4)[CH2:18]3)=[CH:6][C:7]=1[CH3:8])[CH:31]1[O:33][CH2:32]1 |f:2.3|. Procedure: In a separable flask having an inner volume of 500 ml, equipped with a reflux condenser, a stirrer, and a thermometer were charged 50.2 g (0.13 mol) of 2,2-bis(4-hydroxy-3,5-dimethylphenyl)adamantane, 99.6 g (1.06 mol) of epichlorohydrin, 75 mL of MIBK, and 150 mL of DMSO, and the mixture was heated to 45° C. Then, 13.2 g (0.33 mol) of sodium hydroxide was added into this solution by small portions during a period of 1.0 hour. Then, the reaction temperature was raised to 65° C., and the reaction... Starting materials: C(C)OC(CBr)OCC (bromoacetaldehyde diethylacetal), BrC1=CC=C(C=C1)S (4-Bromothiophenol), [O-]CC.[Na+] (sodium ethoxide). Solvent: C(C)O (ethanol), C(C)O (ethanol). Reaction conditions: temperature 55 celsius. The product is BrC1=CC=C(C=C1)SCC(OCC)OCC (1-Bromo-4-[(2,2-diethoxyethyl)thio]benzene). The yield is 96.5%. Reaction SMILES: [Br:1][C:2]1[CH:7]=[CH:6][C:5]([SH:8])=[CH:4][CH:3]=1.[O-]CC.[Na+].[CH2:13]([O:15][CH:16]([O:19][CH2:20][CH3:21])[CH2:17]Br)[CH3:14]>C(O)C>[Br:1][C:2]1[CH:7]=[CH:6][C:5]([S:8][CH2:17][CH:16]([O:19][CH2:20][CH3:21])[O:15][CH2:13][CH3:14])=[CH:4][CH:3]=1 |f:1.2|. Reported procedure: 1-Bromo-4-[(2,2-diethoxyethyl)thio]benzene (Chemical Abstracts number 96804-05-6) was prepared as described in Banfield et al.; J. Chem. Soc.; 1956; 2603-2607, and in Amin, et al.; J. Chem. Soc. Perkin Trans. 2; 1982; 1489-1492. 4-Bromothiophenol (20 g, 95%) in ethanol (80 mL) was treated with 21 wt % of sodium ethoxide in ethanol (36 g, 1.05 eq). The solution was heated at 55° C. for 30 minutes and bromoacetaldehyde diethylacetal (22.56 g, 1.05 eq) was added. The mixture was heated at reflux fo... The reactants are ClC1=CC=C(C=C1)C#CCCCC1(C(NC(S1)=O)=O)S(=O)(=O)C1=CC=C(C=C1)I (5-[5-(4-Chlorophenyl)pent-4-ynyl]-5-(4-iodobenzenesulfonyl)-thiazolidine-2,4-dione), [N+](=O)([O-])C1=CC=C(CBr)C=C1 (4-nitrobenzyl bromide), C([O-])([O-])=O.[K+].[K+] (potassium carbonate). Run in CN(C)C=O (DMF). Product: ClC1=CC=C(C=C1)C#CCCCC1(C(N(C(S1)=O)CC1=CC=C(C=C1)[N+](=O)[O-])=O)S(=O)(=O)C1=CC=C(C=C1)I (5-[5-(4-Chlorophenyl)pent-4-ynyl]-5-(4-iodobenzenesulfonyl)-3-(4-nitrobenzyl)-thiazolidine-2,4-dione). RXN SMILES: [Cl:1][C:2]1[CH:7]=[CH:6][C:5]([C:8]#[C:9][CH2:10][CH2:11][CH2:12][C:13]2([S:20]([C:23]3[CH:28]=[CH:27][C:26]([I:29])=[CH:25][CH:24]=3)(=[O:22])=[O:21])[S:17][C:16](=[O:18])[NH:15][C:14]2=[O:19])=[CH:4][CH:3]=1.[N+:30]([C:33]1[CH:40]=[CH:39][C:36]([CH2:37]Br)=[CH:35][CH:34]=1)([O-:32])=[O:31].C(=O)([O-])[O-].[K+].[K+]>CN(C=O)C>[Cl:1][C:2]1[CH:7]=[CH:6][C:5]([C:8]#[C:9][CH2:10][CH2:11][CH2:12][C:13]2([S:20]([C:23]3[CH:24]=[CH:25][C:26]([I:29])=[CH:27][CH:28]=3)(=[O:21])=[O:22])[S:17][C:16](=[O:18])[N:15]([CH2:37][C:36]3[CH:39]=[CH:40][C:33]([N+:30]([O-:32])=[O:31])=[CH:34][CH:35]=3)[C:14]2=[O:19])=[CH:4][CH:3]=1 |f:2.3.4|. Reported procedure: 5-[5-(4-Chlorophenyl)pent-4-ynyl]-5-(4-iodobenzenesulfonyl)-thiazolidine-2,4-dione is reacted with 4-nitrobenzyl bromide and potassium carbonate in DMF to give the title compound as a light tan solid, mp 172-175° C. Starting materials: C1CCOC1, CCN(C(C)C)C(C)C, O=C(CCl)Nc1cc2c(Nc3cc(Cl)c(Cl)cc3F)ncnc2cc1OCCOCCF, Nc1cc2c(Nc3cc(Cl)c(Cl)cc3F)ncnc2cc1OCCOCCOCCOCCOCCOCCF, O=C(Cl)CCl. Yields the product O=C(CCl)Nc1cc2c(Nc3cc(Cl)c(Cl)cc3F)ncnc2cc1OCCOCCOCCOCCOCCOCCF. Reaction SMILES: [CH2:87]1[O:88][CH2:89][CH2:90][CH2:91]1.[CH:73]([N:74]([CH2:75][CH3:76])[CH:77]([CH3:78])[CH3:79])([CH3:80])[CH3:81].[Cl:1][CH2:2][C:3](=[O:4])[NH:5][c:6]1[cH:7][c:8]2[c:9]([NH:23][c:24]3[c:25]([F:32])[cH:26][c:27]([Cl:31])[c:28]([Cl:30])[cH:29]3)[n:10][cH:11][n:12][c:13]2[cH:14][c:15]1[O:16][CH2:17][CH2:18][O:19][CH2:20][CH2:21][F:22].[Cl:33][c:34]1[c:35]([Cl:36])[cH:37][c:38]([NH:39][c:40]2[c:41]3[c:42]([cH:43][c:44]([O:45][CH2:46][CH2:47][O:48][CH2:57][CH2:58][O:59][CH2:60][CH2:61][O:62][CH2:63][CH2:64][O:65][CH2:66][CH2:67][O:68][CH2:69][CH2:70][F:71])[c:49]([NH2:50])[cH:51]3)[n:52][cH:53][n:54]2)[c:55]([F:56])[cH:72]1.[Cl:82][CH2:83][C:84]([Cl:85])=[O:86]>>[Cl:1][CH2:2][C:3](=[O:4])[NH:5][c:6]1[cH:7][c:8]2[c:9]([NH:23][c:24]3[c:25]([F:32])[cH:26][c:27]([Cl:31])[c:28]([Cl:30])[cH:29]3)[n:10][cH:11][n:12][c:13]2[cH:14][c:15]1[O:16][CH2:17][CH2:18][O:19][CH2:57][CH2:58][O:59][CH2:60][CH2:61][O:62][CH2:63][CH2:64][O:65][CH2:66][CH2:67][O:68][CH2:69][CH2:70][F:71]. Reactants: N#Cc1cc([N+](=O)[O-])ccc1F, C1COCCN1, CCOC(C)=O, CCN(C(C)C)C(C)C. Yields the product N#Cc1cc([N+](=O)[O-])ccc1N1CCOCC1. As a reaction SMILES: [C:1](#[N:2])[c:3]1[cH:4][c:5]([N+:10](=[O:11])[O-:12])[cH:6][cH:7][c:8]1[F:9].[CH2:13]1[CH2:14][O:15][CH2:16][CH2:17][NH:18]1.[CH3:28][CH2:29][O:30][C:31](=[O:32])[CH3:33].[CH:19]([N:20]([CH2:21][CH3:22])[CH:23]([CH3:24])[CH3:25])([CH3:26])[CH3:27]>>[C:1](#[N:2])[c:3]1[cH:4][c:5]([N+:10](=[O:11])[O-:12])[cH:6][cH:7][c:8]1[N:18]1[CH2:13][CH2:14][O:15][CH2:16][CH2:17]1. The reactants are OC=1C=C2C(C=C(OC2=CC1)C1=CC=CC=C1)=O (6-hydroxyflavone), BrCCCCCCCl (1-bromo-6-chlorohexane), N1CCOCC1 (morpholine). As a reaction SMILES: [OH:1][C:2]1[CH:3]=[C:4]2[C:9](=[CH:10][CH:11]=1)[O:8][C:7]([C:12]1[CH:17]=[CH:16][CH:15]=[CH:14][CH:13]=1)=[CH:6][C:5]2=[O:18].Br[CH2:20][CH2:21][CH2:22][CH2:23][CH2:24][CH2:25][Cl:26].[NH:27]1[CH2:32][CH2:31][O:30][CH2:29][CH2:28]1>>[ClH:26].[N:27]1([CH2:20][CH2:21][CH2:22][CH2:23][CH2:24][CH2:25][O:1][C:2]2[CH:11]=[CH:10][C:9]3[O:8][C:7]([C:12]4[CH:17]=[CH:16][CH:15]=[CH:14][CH:13]=4)=[CH:6][C:5](=[O:18])[C:4]=3[CH:3]=2)[CH2:32][CH2:31][O:30][CH2:29][CH2:28]1 |f:3.4|. Procedure details: The compound was prepared by a method similar to Example 3 from 6-hydroxyflavone, 1-bromo-6-chlorohexane and morpholine: mp167°-170° C. Yields the product Cl.N1(CCOCC1)CCCCCCOC=1C=CC2=C(C(C=C(O2)C2=CC=CC=C2)=O)C1 (6-(6-Morpholinylhexoxy)-2-phenyl-4H-1-benzopyran-4-one hydrochloride).